Dataset: the Open Reaction Database (ORD), a public repository of structured organic reaction records. Task: describe an organic reaction: reactants, conditions, products, and yield Reaction SMILES: [F:1][C:2]1[CH:3]=[C:4](/[CH:28]=[CH:29]/[C:30]([O:32]C)=[O:31])[CH:5]=[C:6]([F:27])[C:7]=1[C@@H:8]1[C:13]2[NH:14][C:15]3[C:20]([C:12]=2[CH2:11][C@@H:10]([CH3:21])[N:9]1[CH2:22][C:23]([F:26])([CH3:25])[CH3:24])=[CH:19][CH:18]=[CH:17][CH:16]=3.C(O)(C)C.[OH-].[Na+].Cl>O>[F:27][C:6]1[CH:5]=[C:4](/[CH:28]=[CH:29]/[C:30]([OH:32])=[O:31])[CH:3]=[C:2]([F:1])[C:7]=1[C@@H:8]1[C:13]2[NH:14][C:15]3[C:20]([C:12]=2[CH2:11][C@@H:10]([CH3:21])[N:9]1[CH2:22][C:23]([F:26])([CH3:25])[CH3:24])=[CH:19][CH:18]=[CH:17][CH:16]=3 |f:2.3|. Procedure: (E)-Methyl 3-(3,5-difluoro-4-((1R,3R)-2-(2-fluoro-2-methylpropyl)-3-methyl-2,3,4,9-tetrahydro-1H-pyrido[3,4-b]indol-1-yl)phenyl)acrylate (350 g, 766.69 mmol) was charged a 5 L fixed vessel. Isopropyl alcohol (2.80 L) was added to the vessel. Sodium hydroxide (5M, 460 ml, 2.30 mol) was added in one portion and the mixture was stirred at 21 C for 16 hrs. The dark solution was screened through a filter to remove particulates. The filtrate was returned to the reactor vessel. The filter and filtrate ... Reactants: Cl (hydrochloric acid), FC=1C=C(C=C(C1[C@H]1N([C@@H](CC2=C1NC1=CC=CC=C21)C)CC(C)(C)F)F)/C=C/C(=O)OC ((E)-Methyl 3-(3,5-difluoro-4-((1R,3R)-2-(2-fluoro-2-methylpropyl)-3-methyl-2,3,4,9-tetrahydro-1H-pyrido[3,4-b]indol-1-yl)phenyl)acrylate), Cl (hydrochloric acid), C(C)(C)O (Isopropyl alcohol), [OH-].[Na+] (Sodium hydroxide). Run in O (Water), O (water). Conditions: temperature 50 celsius, time 16 hour. The product is FC=1C=C(C=C(C1[C@H]1N([C@@H](CC2=C1NC1=CC=CC=C21)C)CC(C)(C)F)F)/C=C/C(=O)O ((E)-3-(3,5-Difluoro-4-((1R,3R)-2-(2-fluoro-2-methylpropyl)-3-methyl-2,3,4,9-tetrahydro-1H-pyrido[3,4-b]indol-1-yl)phenyl)acrylic acid). The reactants are CS(=O)(=O)OCC12CC3CC(CC(C1)C3)C2 (1-adamantylmethyl methanesulfonate), [H-].[Na+] (Sodium hydride), oil, O=C1CC(N(C2=C(N1)C=CC=C2)C2=CC=CC=C2)=O (2,4-dioxo-5-phenyl-2,3,4,5-tetrahydro-1H-1,5-benzodiazepine). Run in CN(C)C=O (DMF), CN(C)C=O (DMF). Reaction conditions: time 30 minute. Yields the product C12(CC3CC(CC(C1)C3)C2)CN2C(CC(N(C3=C2C=CC=C3)C3=CC=CC=C3)=O)=O (1-(1-Adamantyl)methyl-2,4-dioxo-5-phenyl-2,3,4,5-tetrahydro-1H-1,5-benzodiazepine). Yield: 18.9%. As a reaction SMILES: [H-].[Na+].[O:3]=[C:4]1[NH:10][C:9]2[CH:11]=[CH:12][CH:13]=[CH:14][C:8]=2[N:7]([C:15]2[CH:20]=[CH:19][CH:18]=[CH:17][CH:16]=2)[C:6](=[O:21])[CH2:5]1.CS(O[CH2:27][C:28]12[CH2:37][CH:32]3[CH2:33][CH:34]([CH2:36][CH:30]([CH2:31]3)[CH2:29]1)[CH2:35]2)(=O)=O>CN(C=O)C>[C:28]12([CH2:27][N:10]3[C:9]4[CH:11]=[CH:12][CH:13]=[CH:14][C:8]=4[N:7]([C:15]4[CH:16]=[CH:17][CH:18]=[CH:19][CH:20]=4)[C:6](=[O:21])[CH2:5][C:4]3=[O:3])[CH2:29][CH:30]3[CH2:36][CH:34]([CH2:33][CH:32]([CH2:31]3)[CH2:37]1)[CH2:35]2 |f:0.1|. Procedure details: Sodium hydride 80% dispersion in oil (0.07 g) was added portionwise to a solution of 2,4-dioxo-5-phenyl-2,3,4,5-tetrahydro-1H-1,5-benzodiazepine (0.5 g) in DMF (50 ml). The reaction mixture was stirred for 30 min, then a solution of 1-adamantylmethyl methanesulfonate (0.537 g) in DMF (3 ml) was added. The reaction mixture was stirred at 120° for 7 h and at 23° for 15 h, then concentrated. The residue was diluted with ethyl acetate (100 ml) washed with brine (2×30 ml) and water (50 ml), dried and... Reactants: CCN(CC)CCN(CCNCCc1ccc(O)c2[nH]c(=O)sc12)C(=O)CCOCCc1cccc2ccccc12, CO, O=C(O)c1ccccc1. Yields the product CCN(CC)CCN(CCNCCc1ccc(O)c2[nH]c(=O)sc12)C(=O)CCOCCc1cccc2ccccc12, O=C(O)c1ccccc1. RXN SMILES: [CH2:10]([CH3:11])[N:12]([CH2:13][CH2:14][N:15]([C:16]([CH2:17][CH2:18][O:19][CH2:20][CH2:21][c:22]1[cH:23][cH:24][cH:25][c:26]2[cH:27][cH:28][cH:29][cH:30][c:31]12)=[O:32])[CH2:33][CH2:34][NH:35][CH2:36][CH2:37][c:38]1[cH:39][cH:40][c:41]([OH:48])[c:42]2[nH:43][c:44](=[O:47])[s:45][c:46]12)[CH2:49][CH3:50].[CH3:51][OH:52].[OH:1][C:2](=[O:3])[c:4]1[cH:5][cH:6][cH:7][cH:8][cH:9]1>>[CH2:10]([CH3:11])[N:12]([CH2:13][CH2:14][N:15]([C:16]([CH2:17][CH2:18][O:19][CH2:20][CH2:21][c:22]1[cH:23][cH:24][cH:25][c:26]2[cH:27][cH:28][cH:29][cH:30][c:31]12)=[O:32])[CH2:33][CH2:34][NH:35][CH2:36][CH2:37][c:38]1[cH:39][cH:40][c:41]([OH:48])[c:42]2[nH:43][c:44](=[O:47])[s:45][c:46]12)[CH2:49][CH3:50].[O:1]=[C:2]([OH:3])[c:4]1[cH:5][cH:6][cH:7][cH:8][cH:9]1. The reactants are O=C(O)C=CC(=O)O, CN1CCNCC1, CC(C)O, CN1CC(CCCl)N(C)c2nc3ccccc3n2C1=O. Yields the product O=C(O)C=CC(=O)O, CN1CCN(CCC2CN(C)C(=O)n3c(nc4ccccc43)N2C)CC1. As a reaction SMILES: [C:25]([CH:26]=[CH:27][C:28](=[O:29])[OH:30])(=[O:31])[OH:32].[CH3:33][N:34]1[CH2:35][CH2:36][NH:37][CH2:38][CH2:39]1.[CH:21]([OH:22])([CH3:23])[CH3:24].[Cl:1][CH2:2][CH2:3][CH:4]1[CH2:5][N:6]([CH3:20])[C:7](=[O:19])[n:8]2[c:9]([n:10][c:11]3[c:12]2[cH:13][cH:14][cH:15][cH:16]3)[N:17]1[CH3:18]>>[C:25]([CH:26]=[CH:27][C:28](=[O:29])[OH:30])(=[O:31])[OH:32].[CH2:2]([CH2:3][CH:4]1[CH2:5][N:6]([CH3:20])[C:7](=[O:19])[n:8]2[c:9]([n:10][c:11]3[c:12]2[cH:13][cH:14][cH:15][cH:16]3)[N:17]1[CH3:18])[N:37]1[CH2:36][CH2:35][N:34]([CH3:33])[CH2:39][CH2:38]1. Reactants: C1COC(C)(CCCCl)O1 (5-chloro-2-pentanone ethylene ketal), [Br-].[Li+] (lithium bromide), C(C)(C)N(CC)C(C)C (diisopropylethylamine). Run in O1CCCC1 (tetrahydrofuran). Yields the product C1COC(C)(CCCBr)O1 (5-Bromo-2-pentanone ethylene ketal). RXN SMILES: [CH2:1]1[O:10][C:4]([CH2:6][CH2:7][CH2:8]Cl)([CH3:5])[O:3][CH2:2]1.[Br-:11].[Li+].C(N(C(C)C)CC)(C)C>O1CCCC1>[CH2:1]1[O:10][C:4]([CH2:6][CH2:7][CH2:8][Br:11])([CH3:5])[O:3][CH2:2]1 |f:1.2|. Procedure: 4.0 grams of 5-chloro-2-pentanone ethylene ketal is mixed with 9.0 grams of lithium bromide and 2.0 grams of diisopropylethylamine in 30 ml of tetrahydrofuran which has been distilled from lithium aluminum hydride. The mixture is refluxed under nitrogen for 48 hours, cooled and poured into a mixture of ether and water for extraction. The ether layer is washed twice with water, then with 1 N hydrochloric acid and then twice again with water. The ether layer is then dried over sodium sulfate and e... The reactants are C(C1=CC=CC=C1)C=1SC=CC1C#C (2-benzyl-3-ethynyl-thiophene), CCCCCC (hexane), C(CCC)[Li] (butyl lithium), N12CC(C(CC1)CC2)=O (3-quinuclidinone). Solvent: O1CCCC1 (tetrahydrofuran), O (water), O1CCCC1 (tetrahydrofuran). Conditions: time 20 hour. The product is C(C1=CC=CC=C1)C=1SC=CC1C#CC1(CN2CCC1CC2)O (3-(2-Benzyl-3-thienyl)ethynyl-3-quinuclidinol). Reaction SMILES: CCCCCC.C([Li])CCC.[CH2:12]([C:19]1[S:20][CH:21]=[CH:22][C:23]=1[C:24]#[CH:25])[C:13]1[CH:18]=[CH:17][CH:16]=[CH:15][CH:14]=1.[N:26]12[CH2:33][CH2:32][CH:29]([CH2:30][CH2:31]1)[C:28](=[O:34])[CH2:27]2>O.O1CCCC1>[CH2:12]([C:19]1[S:20][CH:21]=[CH:22][C:23]=1[C:24]#[C:25][C:28]1([OH:34])[CH:29]2[CH2:32][CH2:33][N:26]([CH2:31][CH2:30]2)[CH2:27]1)[C:13]1[CH:14]=[CH:15][CH:16]=[CH:17][CH:18]=1. Procedure: 0.200 ml of a hexane solution containing 1.8 mol of butyl lithium was added dropwise to a mixture of 45.2 mg of 2-benzyl-3-ethynyl-thiophene and 1 ml of tetrahydrofuran at −78° C., followed by stirring at the same temperature for 20 hours. A solution of 0.5 ml of tetrahydrofuran containing 39.9 mg of 3-quinuclidinone was added dropwise to the reaction solution at the same temperature, followed by stirring and then at room temperature for 4 hours. 0.5 ml of water and NH-silica gel were added to t... Reactants: C1CCNC1, [Cl-], ClC1CCCc2cccnc21, [Na+], O. Yields the product c1cnc2c(c1)CCCC2N1CCCC1. RXN SMILES: [CH2:1]1[CH2:2][CH2:3][NH:4][CH2:5]1.[Cl-:18].[Cl:6][CH:7]1[CH2:8][CH2:9][CH2:10][c:11]2[cH:12][cH:13][cH:14][n:15][c:16]21.[Na+:17].[OH2:19]>>[CH2:1]1[CH2:2][CH2:3][N:4]([CH:7]2[CH2:8][CH2:9][CH2:10][c:11]3[cH:12][cH:13][cH:14][n:15][c:16]32)[CH2:5]1.